Dataset: the Open Reaction Database (ORD), a public repository of structured organic reaction records. Task: describe an organic reaction: reactants, conditions, products, and yield The reactants are CC(=O)O[BH-](OC(C)=O)OC(C)=O, O=C([O-])O, CC(=O)O, CC(Cl)Cl, Nc1cc(F)c(F)c(F)c1, [Na+], [Na+], O=C1CCCC1. The product is Fc1cc(NC2CCCC2)cc(F)c1F. RXN SMILES: [C:1]([O:2][BH-:3]([O:4][C:5](=[O:6])[CH3:7])[O:8][C:9](=[O:10])[CH3:11])(=[O:12])[CH3:13].[C:31](=[O:32])([O-:33])[OH:34].[CH3:40][C:41](=[O:42])[OH:43].[Cl:36][CH:37]([Cl:38])[CH3:39].[F:15][c:16]1[cH:17][c:18]([NH2:19])[cH:20][c:21]([F:24])[c:22]1[F:23].[Na+:14].[Na+:35].[O:25]=[C:26]1[CH2:27][CH2:28][CH2:29][CH2:30]1>>[F:15][c:16]1[cH:17][c:18]([NH:19][CH:26]2[CH2:27][CH2:28][CH2:29][CH2:30]2)[cH:20][c:21]([F:24])[c:22]1[F:23]. Starting materials: C(C1=CC=CC=C1)(=O)NC(=CC=1N=C(N(C1)C(C1=CC=CC=C1)(C1=CC=CC=C1)C1=CC=CC=C1)F)C(=O)OC (4-(2-Benzoylamino-2-methoxycarbonylvinyl)-2-fluoro-1-triphenylmethylimidazole). Reagents/catalysts: [Pt]=O (platinum oxide). The solvent is CCOC(=O)C (EtOAc). Product: C1(CCCCC1)C(=O)NC(CC=1N=C(N(C1)C(C1=CC=CC=C1)(C1=CC=CC=C1)C1=CC=CC=C1)F)C(=O)OC (4-(2-cyclohexylcarbonylamino-2-methoxycarbonylethyl)-2-fluoro-1-triphenylmethylimidazole). As a reaction SMILES: [C:1]([NH:9][C:10]([C:37]([O:39][CH3:40])=[O:38])=[CH:11][C:12]1[N:13]=[C:14]([F:36])[N:15]([C:17]([C:30]2[CH:35]=[CH:34][CH:33]=[CH:32][CH:31]=2)([C:24]2[CH:29]=[CH:28][CH:27]=[CH:26][CH:25]=2)[C:18]2[CH:23]=[CH:22][CH:21]=[CH:20][CH:19]=2)[CH:16]=1)(=[O:8])[C:2]1[CH:7]=[CH:6][CH:5]=[CH:4][CH:3]=1>CCOC(C)=O.[Pt]=O>[CH:2]1([C:1]([NH:9][CH:10]([C:37]([O:39][CH3:40])=[O:38])[CH2:11][C:12]2[N:13]=[C:14]([F:36])[N:15]([C:17]([C:18]3[CH:23]=[CH:22][CH:21]=[CH:20][CH:19]=3)([C:24]3[CH:25]=[CH:26][CH:27]=[CH:28][CH:29]=3)[C:30]3[CH:31]=[CH:32][CH:33]=[CH:34][CH:35]=3)[CH:16]=2)=[O:8])[CH2:7][CH2:6][CH2:5][CH2:4][CH2:3]1. Reported procedure: 4-(2-Benzoylamino-2-methoxycarbonylvinyl)-2-fluoro-1-triphenylmethylimidazole was hydrogenated in EtOAc using prehydrogenated fully active platinum oxide catalyst (Adams' catalyst) for 2.5 days. Work-up gave 4-(2-cyclohexylcarbonylamino-2-methoxycarbonylethyl)-2-fluoro-1-triphenylmethylimidazole, having the following n.m.r. in CDCl3 : 1.0-2.3 (m, 11H); 2.85 (d, 2H); 3.6 (s, 3H); 4.2 and 4.27 (d of t, 1H); 6.24 (s, 1H); 6.8 (d, 1H); 7.0-7.5 (m, 15H). The reactants are CC1(OCCO1)C1=CC=C(S1)CN1N=CC(=C1)N (1-[5-(2-methyl-[1,3]dioxolan-2-yl)-thiophen-2-ylmethyl]-1H-pyrazol-4-ylamine), CC=1OC(=C(N1)C(=O)O)C1=CC(=CC=C1)OC(F)(F)F (2-methyl-5-(3-trifluoromethoxy-phenyl)-oxazole-4-carboxylic acid), 05c. The product is C(C)(=O)C1=CC=C(S1)CN1N=CC(=C1)NC(=O)C=1N=C(OC1C1=CC(=CC=C1)OC(F)(F)F)C (2-Methyl-5-(3-trifluoromethoxy-phenyl)-oxazole-4-carboxylic acid [1-(5-acetyl-thiophen-2-ylmethyl)-1H-pyrazol-4-yl]-amide). RXN SMILES: [CH3:1][C:2]1([C:7]2[S:11][C:10]([CH2:12][N:13]3[CH:17]=[C:16]([NH2:18])[CH:15]=[N:14]3)=[CH:9][CH:8]=2)[O:6]CCO1.[CH3:19][C:20]1[O:21][C:22]([C:28]2[CH:33]=[CH:32][CH:31]=[C:30]([O:34][C:35]([F:38])([F:37])[F:36])[CH:29]=2)=[C:23]([C:25](O)=[O:26])[N:24]=1>>[C:2]([C:7]1[S:11][C:10]([CH2:12][N:13]2[CH:17]=[C:16]([NH:18][C:25]([C:23]3[N:24]=[C:20]([CH3:19])[O:21][C:22]=3[C:28]3[CH:33]=[CH:32][CH:31]=[C:30]([O:34][C:35]([F:37])([F:36])[F:38])[CH:29]=3)=[O:26])[CH:15]=[N:14]2)=[CH:9][CH:8]=1)(=[O:6])[CH3:1]. Procedure details: Following general procedure X followed by C, starting from 1-[5-(2-methyl-[1,3]dioxolan-2-yl)-thiophen-2-ylmethyl]-1H-pyrazol-4-ylamine and 2-methyl-5-(3-trifluoromethoxy-phenyl)-oxazole-4-carboxylic acid. LC-MS-conditions 05c: tR=0.81 min; [M+H]+=492.2. The reactants are B, CCOC(=O)N1CCC2C(C1)c1cccc3c1N2CC(=O)N3C, Cl, C1CCOC1. Yields the product CCOC(=O)N1CCC2C(C1)c1cccc3c1N2CCN3C. As a reaction SMILES: [BH3:1].[CH3:2][N:3]1[C:4](=[O:24])[CH2:5][N:6]2[c:7]3[c:8]([cH:9][cH:10][cH:11][c:12]31)[CH:13]1[CH:14]2[CH2:15][CH2:16][N:17]([C:19](=[O:20])[O:21][CH2:22][CH3:23])[CH2:18]1.[ClH:25].[O:26]1[CH2:27][CH2:28][CH2:29][CH2:30]1>>[CH3:2][N:3]1[CH2:4][CH2:5][N:6]2[c:7]3[c:8]([cH:9][cH:10][cH:11][c:12]31)[CH:13]1[CH:14]2[CH2:15][CH2:16][N:17]([C:19](=[O:20])[O:21][CH2:22][CH3:23])[CH2:18]1. Starting materials: CC(C)(C)OC(=O)NC1CCNCC1O, CC(=O)O[BH-](OC(C)=O)OC(C)=O, CC(C)(C)N(C(=O)[O-])C1CCNCC1O, COC(O)Cn1c(=O)ccc2ncc(F)cc21, CO, ClC(Cl)Cl, [Na+]. Yields the product CC(C)(C)OC(=O)NC1CCN(CCn2c(=O)ccc3ncc(F)cc32)CC1O. RXN SMILES: [C:33]([CH3:34])([CH3:35])([CH3:36])[O:37][C:38]([NH:39][CH:40]1[CH:41]([OH:46])[CH2:42][NH:43][CH2:44][CH2:45]1)=[O:47].[C:48]([O:49][BH-:50]([O:51][C:52](=[O:53])[CH3:54])[O:55][C:56](=[O:57])[CH3:58])(=[O:59])[CH3:60].[CH3:18][C:19]([N:20]([CH:21]1[CH2:22][CH2:23][NH:24][CH2:25][CH:26]1[OH:27])[C:28](=[O:29])[O-:30])([CH3:31])[CH3:32].[CH3:1][O:2][CH:3]([CH2:4][n:5]1[c:6](=[O:16])[cH:7][cH:8][c:9]2[n:10][cH:11][c:12]([F:15])[cH:13][c:14]12)[OH:17].[CH3:66][OH:67].[CH:62]([Cl:63])([Cl:64])[Cl:65].[Na+:61]>>[CH2:3]([CH2:4][n:5]1[c:6](=[O:16])[cH:7][cH:8][c:9]2[n:10][cH:11][c:12]([F:15])[cH:13][c:14]12)[N:43]1[CH2:42][CH:41]([OH:46])[CH:40]([NH:39][C:38]([O:37][C:33]([CH3:34])([CH3:35])[CH3:36])=[O:47])[CH2:45][CH2:44]1.